Dataset: the Open Reaction Database (ORD), a public repository of structured organic reaction records. Task: describe an organic reaction: reactants, conditions, products, and yield Starting materials: [Br-], C1CCOC1, C[Mg+], O=C(c1ccccc1)c1cnc2c(C(F)(F)F)cccc2c1-c1ccccc1. Yields the product CC(O)(c1ccccc1)c1cnc2c(C(F)(F)F)cccc2c1-c1ccccc1. RXN SMILES: [Br-:29].[CH2:32]1[O:33][CH2:34][CH2:35][CH2:36]1.[CH3:30][Mg+:31].[c:1]1([C:7](=[O:8])[c:9]2[cH:10][n:11][c:12]3[c:13]([C:25]([F:26])([F:27])[F:28])[cH:14][cH:15][cH:16][c:17]3[c:18]2-[c:19]2[cH:20][cH:21][cH:22][cH:23][cH:24]2)[cH:2][cH:3][cH:4][cH:5][cH:6]1>>[c:1]1([C:7]([OH:8])([c:9]2[cH:10][n:11][c:12]3[c:13]([C:25]([F:26])([F:27])[F:28])[cH:14][cH:15][cH:16][c:17]3[c:18]2-[c:19]2[cH:20][cH:21][cH:22][cH:23][cH:24]2)[CH3:30])[cH:2][cH:3][cH:4][cH:5][cH:6]1. The reactants are CCCCCCCCCCC#Cc1ccccc1F, CN(C)C=O, CCOC(C)=O, [Li]C(C)CC, C1CCOC1. Yields the product CCCCCCCCCCC#Cc1cccc(C=O)c1F. Reaction SMILES: [C:1](#[C:2][CH2:3][CH2:4][CH2:5][CH2:6][CH2:7][CH2:8][CH2:9][CH2:10][CH2:11][CH3:12])[c:13]1[c:14]([F:19])[cH:15][cH:16][cH:17][cH:18]1.[CH3:25][N:26]([CH:27]=[O:28])[CH3:29].[CH3:35][CH2:36][O:37][C:38](=[O:39])[CH3:40].[CH:20]([Li:21])([CH2:22][CH3:23])[CH3:24].[O:30]1[CH2:31][CH2:32][CH2:33][CH2:34]1>>[C:1](#[C:2][CH2:3][CH2:4][CH2:5][CH2:6][CH2:7][CH2:8][CH2:9][CH2:10][CH2:11][CH3:12])[c:13]1[c:14]([F:19])[c:15]([CH:27]=[O:28])[cH:16][cH:17][cH:18]1.